Dataset: the Open Reaction Database (ORD), a public repository of structured organic reaction records. Task: describe an organic reaction: reactants, conditions, products, and yield Reactants: c1cc(c(c(c1I)C(C)=O)Cl)F. Reagents/catalysts: c1ccc(cc1)-c2c3ccccc3cc4ccccc24 (9-Phenylanthracene), [O-]P(=O)([O-])[O-].[K+].[K+].[K+] (K3PO4), Naud SL-N011-2, C1(C(C(C(C1C)C)C)C)C.C1=CCCC=CCC1.[Ru]Cl (Cp*RuCl(COD)). Run in CC(C)O (IPA). Reaction conditions: temperature 25 celsius, time 18 hour. The product is C[C@@H](O)c1c(I)ccc(F)c1Cl. As a reaction SMILES: [CH3:1][C:2]([c:4]1[c:11]([I:12])[cH:10][cH:9][c:7]([F:8])[c:5]1[Cl:6])=[O:3]>>[CH3:1][C@H:2]([c:4]1[c:5]([Cl:6])[c:7]([F:8])[cH:9][cH:10][c:11]1[I:12])[OH:3]. Reaction SMILES: [Cl:1][C:2]1[CH:3]=[C:4]([OH:8])[CH:5]=[N:6][CH:7]=1.O[CH2:10][C@H:11]1[CH2:15][CH2:14][CH2:13][N:12]1[C:16]([O:18][C:19]([CH3:22])([CH3:21])[CH3:20])=[O:17].C1(P(C2C=CC=CC=2)C2C=CC=CC=2)C=CC=CC=1.N(C(OC(C)(C)C)=O)=NC(OC(C)(C)C)=O>C1COCC1>[Cl:1][C:2]1[CH:3]=[C:4]([O:8][CH2:10][C@H:11]2[CH2:15][CH2:14][CH2:13][N:12]2[C:16]([O:18][C:19]([CH3:20])([CH3:22])[CH3:21])=[O:17])[CH:5]=[N:6][CH:7]=1. Solvent: C1CCOC1 (THF). Reported procedure: To a stirred solution of 5-chloropyridin-3-ol (1.46 g, 11.28 mmol), (R)-tert-butyl 2-(hydroxymethyl)pyrrolidine-1-carboxylate (2.27 g, 11.28 mmol), and triphenylphosphine (2.96 g, 11.28 mmol) in THF (50 mL) was added di-tert-butyl azodicarboxylate (DTAD) (2.60 g, 11.28 mmol) at 0° C. The mixture was stirred at 0° C. for 1 h and warmed to room temperature. After being stirred at room temperature for 2 days, the mixture was concentrated in vacuo to afford a dark brown viscous oil. The residual oil... The reactants are ClC=1C=C(C=NC1)O (5-chloropyridin-3-ol), OC[C@@H]1N(CCC1)C(=O)OC(C)(C)C ((R)-tert-butyl 2-(hydroxymethyl)pyrrolidine-1-carboxylate), C1(=CC=CC=C1)P(C1=CC=CC=C1)C1=CC=CC=C1 (triphenylphosphine), N(=NC(=O)OC(C)(C)C)C(=O)OC(C)(C)C (di-tert-butyl azodicarboxylate). Reaction conditions: temperature 0 celsius, time 1 hour. The product is ClC=1C=C(C=NC1)OC[C@@H]1N(CCC1)C(=O)OC(C)(C)C ((R)-tert-butyl 2-((5-chloropyridin-3-yloxy)methyl)pyrrolidine-1-carboxylate). Starting materials: [Cl-].[NH4+] (ammonium chloride), C(C)OC(C1=CC=C(C=C1)N1C=CC2=CC=C(C=C12)C=O)=O (4-(6-formylindol-1-yl)benzoic acid ethyl ester), O1CCCC1 (tetrahydrofuran), [BH4-].[Na+] (sodium borohydride). Run in CO (methanol). Reaction conditions: time 0.5 hour. Yields the product C(C)OC(C1=CC=C(C=C1)N1C=CC2=CC=C(C=C12)CO)=O (4-(6-hydroxymethyl-indol-1-yl)benzoic acid ethyl ester). As a reaction SMILES: [CH2:1]([O:3][C:4](=[O:22])[C:5]1[CH:10]=[CH:9][C:8]([N:11]2[C:19]3[C:14](=[CH:15][CH:16]=[C:17]([CH:20]=[O:21])[CH:18]=3)[CH:13]=[CH:12]2)=[CH:7][CH:6]=1)[CH3:2].O1CCCC1.[BH4-].[Na+].[Cl-].[NH4+]>CO>[CH2:1]([O:3][C:4](=[O:22])[C:5]1[CH:10]=[CH:9][C:8]([N:11]2[C:19]3[C:14](=[CH:15][CH:16]=[C:17]([CH2:20][OH:21])[CH:18]=3)[CH:13]=[CH:12]2)=[CH:7][CH:6]=1)[CH3:2] |f:2.3,4.5|. Reported procedure: To a solution of 4-(6-formylindol-1-yl)benzoic acid ethyl ester in a mixed solvent of tetrahydrofuran (3 mL) and methanol (10 mL) was added sodium borohydride (0.075 g) at 0° C., and this mixture was stirred at room temperature for 0.5 hours. This reaction mixture was poured into a saturated aqueous ammonium chloride solution and this mixture was extracted with ethyl acetate. This organic layer was washed with brine, and dried over anhydrous magnesium sulfate. The solvent was removed under reduc... Reactants: O=C[C@H](O)[C@@H](O)[C@H](O)[C@H](O)CO (glucose). Reagents/catalysts: [Ni] (nickel). Product: OC[C@H](O)[C@@H](O)[C@H](O)[C@H](O)CO (sorbitol), C([C@@H](O)[C@@H](O)[C@H](O)[C@H](O)CO)O (mannitol), OCC(=O)[C@@H](O)[C@H](O)[C@H](O)CO (fructose), 44. RXN SMILES: [O:1]=[CH:2][C@@H:3]([C@H:5]([C@@H:7]([C@@H:9]([CH2:11][OH:12])[OH:10])[OH:8])[OH:6])[OH:4]>[Ni]>[OH:12][CH2:11][C@@H:9]([C@H:7]([C@@H:5]([C@@H:3]([CH2:2][OH:1])[OH:4])[OH:6])[OH:8])[OH:10].[CH2:11]([OH:12])[C@H:9]([C@H:7]([C@@H:5]([C@@H:3]([CH2:2][OH:1])[OH:4])[OH:6])[OH:8])[OH:10].[OH:1][CH2:2][C:3]([C@H:5]([C@@H:7]([C@@H:9]([CH2:11][OH:12])[OH:10])[OH:8])[OH:6])=[O:4]. Procedure: This hydrogenation was conducted as that described above except that the catalyst was a nickel on titanium dioxide which had been reduced at 450° C. Analysis showed only 63 percent glucose conversion to afford sorbitol, mannitol, and fructose in selectivity of 44, 4, and 27 percent respectively.